This data is from the Open Reaction Database (ORD), a public repository of structured organic reaction records. The task is: describe an organic reaction: reactants, conditions, products, and yield The reactants are OCCNC([C@H](C(C)(C)C)NC(=O)N1N=C(C2=C1CCOC2)C2=CC(=C(C=C2)F)F)=O ((S)-N-(1-(2-hydroxyethylamino)-3,3-dimethyl-1-oxobutan-2-yl)-3-(3,4-difluorophenyl)-6,7-dihydropyrano[4,3-c]pyrazole-1(4H)-carboxamide), ClC1=CC(=C(C(=O)Cl)C=C1)F (4-chloro-2-fluorobenzoyl chloride). The product is ClC1=CC(=C(C=C1)C=1C2=C(N(N1)C(=O)N[C@H](C(=O)NCCO)C(C)(C)C)CCOC2)F ((S)-3-(4-chloro-2-fluorophenyl)-N-(1-(2-hydroxyethylamino)-3,3-dimethyl-1-oxobutan-2-yl)-6,7-dihydropyrano[4,3-c]pyrazole-1(4H)-carboxamide). RXN SMILES: [OH:1][CH2:2][CH2:3][NH:4][C:5](=[O:31])[C@@H:6]([NH:11][C:12]([N:14]1[C:18]2[CH2:19][CH2:20][O:21][CH2:22][C:17]=2C(C2C=CC(F)=C(F)C=2)=[N:15]1)=[O:13])[C:7]([CH3:10])([CH3:9])[CH3:8].[Cl:32][C:33]1[CH:41]=[CH:40][C:36]([C:37](Cl)=O)=[C:35]([F:42])[CH:34]=1>>[Cl:32][C:33]1[CH:41]=[CH:40][C:36]([C:37]2[C:19]3[CH2:20][O:21][CH2:22][CH2:17][C:18]=3[N:14]([C:12]([NH:11][C@@H:6]([C:7]([CH3:9])([CH3:10])[CH3:8])[C:5]([NH:4][CH2:3][CH2:2][OH:1])=[O:31])=[O:13])[N:15]=2)=[C:35]([F:42])[CH:34]=1. Reported procedure: Compound 88 was prepared according to the procedure for the synthesis of compound 36 by replacing 3,4-difluorobenzoyl chloride with 4-chloro-2-fluorobenzoyl chloride. LCMS (+ESI) m/z=453.3 [M+H]+. 1H NMR (CDCl3) δ 7.90 (d, J=9.0 Hz, 1H), 7.67 (t, J=8.1 Hz, 1H), 7.16-7.24 (m, 2H), 6.45 (br, 1H), 4.65 (s, 2H), 4.18 (d, J=9.1 Hz, 1H), 3.94 (t, J=5.6 Hz, 2H), 3.73 (br, 2H), 3.45 (br, 2H), 3.17 (br, 2H), 1.10 (s, 9H). Purity: 98%.